Dataset: the Open Reaction Database (ORD), a public repository of structured organic reaction records. Task: describe an organic reaction: reactants, conditions, products, and yield Reactants: CC(=O)OCCc1oc(C)nc1-c1ccccc1, CO, [Na+], [OH-], O. Yields the product Cc1nc(-c2ccccc2)c(CCO)o1. Reaction SMILES: [C:3](=[O:4])([CH3:5])[O:6][CH2:7][CH2:8][c:9]1[c:10](-[c:15]2[cH:16][cH:17][cH:18][cH:19][cH:20]2)[n:11][c:12]([CH3:14])[o:13]1.[CH3:21][OH:22].[Na+:2].[OH-:1].[OH2:23]>>[OH:6][CH2:7][CH2:8][c:9]1[c:10](-[c:15]2[cH:16][cH:17][cH:18][cH:19][cH:20]2)[n:11][c:12]([CH3:14])[o:13]1. Reactants: O (water), CS(=O)(=O)O (methanesulphonic acid), FC1=CC=2C(=NC=3N(C=C(C(C3C2)=O)C(=O)O)OC)C=C1F (7,8-difluoro-1-methoxy-4-oxo-1,4-dihydro-benzo[b][1,8]naphthyridine- 3-carboxylic acid), CN1CCNCC1 (1-methylpiperazine). Run in CS(=O)C (dimethyl sulphoxide). Reaction conditions: temperature 20 celsius. Yields the product FC1=CC=2C(=NC=3N(C=C(C(C3C2)=O)C(=O)O)OC)C=C1N1CCN(CC1)C (7-fluoro-1-methoxy-8-(4-methyl-1-piperazinyl)-4-oxo-1,4-dihydro-benzo[b][1,8]naphthyridine-3-carboxylic acid). The yield is 46.9%. Reaction SMILES: [F:1][C:2]1[C:21](F)=[CH:20][C:5]2=[N:6][C:7]3[N:8]([O:18][CH3:19])[CH:9]=[C:10]([C:15]([OH:17])=[O:16])[C:11](=[O:14])[C:12]=3[CH:13]=[C:4]2[CH:3]=1.O.CS(O)(=O)=O.[CH3:29][N:30]1[CH2:35][CH2:34][NH:33][CH2:32][CH2:31]1>CS(C)=O>[F:1][C:2]1[C:21]([N:33]2[CH2:34][CH2:35][N:30]([CH3:29])[CH2:31][CH2:32]2)=[CH:20][C:5]2=[N:6][C:7]3[N:8]([O:18][CH3:19])[CH:9]=[C:10]([C:15]([OH:17])=[O:16])[C:11](=[O:14])[C:12]=3[CH:13]=[C:4]2[CH:3]=1. Procedure details: A suspension of 0.93 g of 7,8-difluoro-1-methoxy-4-oxo-1,4-dihydro-benzo[b][1,8]naphthyridine- 3-carboxylic acid in 0.6 g of 1-methylpiperazine and 20 cm3 of dimethyl sulphoxide is heated at a temperature close to 80° C. for 5 minutes. After cooling to about 20° C., the reaction mixture is poured into 30 cm3 of water, 1.5 cm3 of 2N methanesulphonic acid are added and the product is drained and washed with 3 times 5 cm3 of water. After recrystallizing from 30 cm3 of dimethylformamide containing 3...